From a dataset of the Open Reaction Database (ORD), a public repository of structured organic reaction records. describe an organic reaction: reactants, conditions, products, and yield Starting materials: C(C)(=O)O[C@@H](CCCCN1C(=O)N(C=2N=CNC2C1=O)C)C ((R)-1-(5-acetoxyhexyl)-3-methylxanthine), C(C)(=O)[O-].[Na+] (sodium acetate), BrBr (bromine). Run in C(C)(=O)O (acetic acid). Run at temperature 60 celsius, time 2 hour. Product: C(C)(=O)O[C@@H](CCCCN1C(=O)N(C=2N=C(NC2C1=O)Br)C)C ((R)-1-(5-acetoxyhexyl)-8-bromo-3-methylxanthine). Isolated yield 75.3%. RXN SMILES: [C:1]([O:4][C@H:5]([CH3:22])[CH2:6][CH2:7][CH2:8][CH2:9][N:10]1[C:19](=[O:20])[C:18]2[NH:17][CH:16]=[N:15][C:14]=2[N:13]([CH3:21])[C:11]1=[O:12])(=[O:3])[CH3:2].C([O-])(=O)C.[Na+].[Br:28]Br>C(O)(=O)C>[C:1]([O:4][C@H:5]([CH3:22])[CH2:6][CH2:7][CH2:8][CH2:9][N:10]1[C:19](=[O:20])[C:18]2[NH:17][C:16]([Br:28])=[N:15][C:14]=2[N:13]([CH3:21])[C:11]1=[O:12])(=[O:3])[CH3:2] |f:1.2|. Procedure: To a stirring suspension of (R)-1-(5-acetoxyhexyl)-3-methylxanthine (9.3 g, 30.2 mmol) and sodium acetate (4.92 g, 60.0 mmol) in acetic acid (200 ml) at 60° C. was added bromine (5.76 g, 36.0 mmol) dropwise. After stirring at 60° C. for an additional 2 hours, the reaction mixture was concentrated under reduced pressure. The residue was treated with water (100 ml) and stirred at room temperature for 1 hour. After filtration, the solids were washed with water (3×15 ml) and dried under vacuum to pr... Yields the product O=C1Nc2cc(CN3CCC(c4ccc(Cl)cc4)CC3)cnc2N2CCCCC12. The reactants are C[P+](C)(C)CC#N, CCC#N, CCN(C(C)C)C(C)C, Clc1ccc(C2CCNCC2)cc1, Cl, [I-], O=C1Nc2cc(CO)cnc2N2CCCCC12. RXN SMILES: [C:19]([CH2:20][P+:21]([CH3:22])([CH3:23])[CH3:24])#[N:25].[C:49](#[N:50])[CH2:51][CH3:52].[CH2:26]([N:27]([CH:28]([CH3:29])[CH3:30])[CH:31]([CH3:32])[CH3:33])[CH3:34].[Cl:36][c:37]1[cH:38][cH:39][c:40]([CH:43]2[CH2:44][CH2:45][NH:46][CH2:47][CH2:48]2)[cH:41][cH:42]1.[ClH:35].[I-:18].[OH:1][CH2:2][c:3]1[cH:4][c:5]2[c:10]([n:11][cH:12]1)[N:9]1[CH:8]([C:7](=[O:17])[NH:6]2)[CH2:16][CH2:15][CH2:14][CH2:13]1>>[CH2:2]([c:3]1[cH:4][c:5]2[c:10]([n:11][cH:12]1)[N:9]1[CH:8]([C:7](=[O:17])[NH:6]2)[CH2:16][CH2:15][CH2:14][CH2:13]1)[N:46]1[CH2:45][CH2:44][CH:43]([c:40]2[cH:39][cH:38][c:37]([Cl:36])[cH:42][cH:41]2)[CH2:48][CH2:47]1. Starting materials: C1(=CC=C(C=C1)S(=O)(=O)O)C.FC1=CC=C(C=C1)C1=CC=C(C=C1)C(CCN)(C)O (3-(4'-fluoro-4-biphenylyl)-3-hydroxybutylamine p-toluenesulfonate), C1(=CC=C(C=C1)S(=O)(=O)O)C (p-toluenesulfonic acid), [OH-].[Na+] (sodium hydroxide). The solvent is C1(=CC=CC=C1)C (toluene). The product is FC1=CC=C(C=C1)C1=CC=C(C=C1)C(=CCN)C (3-(4'-fluoro-4-biphenylyl)-2-buten-1-yl-amine). As a reaction SMILES: C1(C)C=CC(S(O)(=O)=O)=CC=1.[F:12][C:13]1[CH:18]=[CH:17][C:16]([C:19]2[CH:24]=[CH:23][C:22]([C:25](O)([CH3:29])[CH2:26][CH2:27][NH2:28])=[CH:21][CH:20]=2)=[CH:15][CH:14]=1.C1(C)C=CC(S(O)(=O)=O)=CC=1.[OH-].[Na+]>C1(C)C=CC=CC=1>[F:12][C:13]1[CH:14]=[CH:15][C:16]([C:19]2[CH:24]=[CH:23][C:22]([C:25]([CH3:29])=[CH:26][CH2:27][NH2:28])=[CH:21][CH:20]=2)=[CH:17][CH:18]=1 |f:0.1,3.4|. Procedure: 25.9 g of 3-(4'-fluoro-4-biphenylyl)-3-hydroxybutylamine p-toluenesulfonate are boiled with 1 g of p-toluenesulfonic acid in 500 ml of toluene for 2 hours under a water separator, and the mixture is cooled and worked up with sodium hydroxide solution to give 3-(4'-fluoro-4-biphenylyl)-2-buten-1-yl-amine. The reactants are C(C)(C)(C)OC(=O)N(CC1=CC(=CC=C1)Cl)CC=1C=CC=2C3C(C(NC2C1)=O)CCC3 (7-(N-tert-butoxycarbonyl-3-chlorobenzyl-amino)methyl-1,2,3,3a,5,9b-hexahydrocyclopenta[c]quinolin-4-one), COC=1C=CC(=CC1)P2(=S)SP(=S)(S2)C=3C=CC(=CC3)OC (Lawesson's reagent). The solvent is COCCOC (1,2-dimethoxyethane). Reaction conditions: time 1.5 hour. Yields the product C(C)(C)(C)OC(=O)N(CC1=CC(=CC=C1)Cl)CC=1C=CC=2C3C(C(NC2C1)=S)CCC3 (7-(N-tert-Butoxycarbonyl-3-chlorobenzylamino)methyl-1,2,3,3a,5,9b-hexahydrocyclopenta[c]quinoline-4-thione). Yield: 83.7%. Reaction SMILES: [C:1]([O:5][C:6]([N:8]([CH2:17][C:18]1[CH:19]=[CH:20][C:21]2[CH:22]3[CH2:31][CH2:30][CH2:29][CH:23]3[C:24](=O)[NH:25][C:26]=2[CH:27]=1)[CH2:9][C:10]1[CH:15]=[CH:14][CH:13]=[C:12]([Cl:16])[CH:11]=1)=[O:7])([CH3:4])([CH3:3])[CH3:2].COC1C=CC(P2(SP(C3C=CC(OC)=CC=3)(=S)S2)=[S:41])=CC=1>COCCOC>[C:1]([O:5][C:6]([N:8]([CH2:17][C:18]1[CH:19]=[CH:20][C:21]2[CH:22]3[CH2:31][CH2:30][CH2:29][CH:23]3[C:24](=[S:41])[NH:25][C:26]=2[CH:27]=1)[CH2:9][C:10]1[CH:15]=[CH:14][CH:13]=[C:12]([Cl:16])[CH:11]=1)=[O:7])([CH3:4])([CH3:3])[CH3:2]. Procedure: A solution of 75 mg (0.17 mmol) of 7-(N-tert-butoxycarbonyl-3-chlorobenzyl-amino)methyl-1,2,3,3a,5,9b-hexahydrocyclopenta[c]quinolin-4-one in 5 ml of 1,2-dimethoxyethane is mixed with 138 mg (0.34 mmol) of Lawesson's reagent. After 1.5 hours at room temperature, the batch is refluxed for 0.75 hour and then concentrated by evaporation in a vacuum. Column chromatography on silica gel with hexane-ethyl acetate yields 65 mg of product. The reactants are C(C)(C)C1=C(C(=NN1)C(=O)N)[N+](=O)[O-] (5-isopropyl-4-nitropyrazol-3-carboxamide), CO (methanol). Reagents/catalysts: [Ni] (Ni). The solvent is O (water). Conditions: time 4 hour. The product is NC=1C(=NNC1C(C)C)C(=O)N (4-amino-5-isopropylpyrazol-3-carboxamide). Isolated yield 88.9%. As a reaction SMILES: [CH:1]([C:4]1[NH:8][N:7]=[C:6]([C:9]([NH2:11])=[O:10])[C:5]=1[N+:12]([O-])=O)([CH3:3])[CH3:2].CO>[Ni].O>[NH2:12][C:5]1[C:6]([C:9]([NH2:11])=[O:10])=[N:7][NH:8][C:4]=1[CH:1]([CH3:3])[CH3:2]. Procedure details: To a solution of 5-isopropyl-4-nitropyrazol-3-carboxamide (2.57 g; 12.97 mmol), methanol (20 mL) and water (5 mL) was added 0.7 g Raney Ni (W5). The mixture was stirred under hydrogen atmosphere (760 torr) for four hours. The reaction mixture was filtered, the filtrate was concentrated to dryness in vacuo and the residue was recrystallized from ethyl acetate to yield 1.94 g (89%) of the product. The product was purified by chromatography on silica gel, the mixture of chloroform/methanol (97/3) w... Reactants: CC(C)(C)OC(=O)N1CCC2OC2CC1, CCO, [Cl-], [N-]=[N+]=[N-], [NH4+], [Na+], O. Yields the product CC(C)(C)OC(=O)N1CCC(O)C(N=[N+]=[N-])CC1. RXN SMILES: [C:1]([CH3:2])([CH3:3])([CH3:4])[O:5][C:6](=[O:7])[N:8]1[CH2:9][CH2:10][CH:11]2[O:12][CH:13]2[CH2:14][CH2:15]1.[CH3:23][CH2:24][OH:25].[Cl-:17].[N-:20]=[N+:21]=[N-:22].[NH4+:18].[Na+:19].[OH2:16]>>[C:1]([CH3:2])([CH3:3])([CH3:4])[O:5][C:6](=[O:7])[N:8]1[CH2:9][CH2:10][CH:11]([N:20]=[N+:21]=[N-:22])[CH:13]([OH:12])[CH2:14][CH2:15]1. The reactants are C(CCC)[Li] (butyllithium), C(C(C)(C)C)(=O)Cl (Pivaloyl chloride), C1(=CC=C(C=C1)C[C@@H]1C[C@@H](C(N1)=O)C)C1=CC=CC=C1 ((3S,5S)-5-biphenyl-4-ylmethyl-3-methylpyrrolidin-2-one), C(C)OC([C@@H](C[C@@H](CC1=CC=C(C=C1)C1=CC=CC=C1)N1C(CCC1=O)=O)C)=O ((2R,4S)-5-Biphenyl-4-yl-4-(2,5-dioxopyrrolidin-1-yl)-2-methylpentanoic acid ethyl ester). Run in C1CCOC1 (THF). Reaction conditions: temperature -78 celsius, time 4 hour. The product is C1(=CC=C(C=C1)C[C@@H]1C[C@@H](C(N1C(C(C)(C)C)=O)=O)C)C1=CC=CC=C1 ((3S,5S)-5-biphenyl-4-ylmethyl-1-(2,2-dimethylpropionyl)-3-methylpyrrolidin-2-one), C1(=CC=C(C=C1)C[C@@H]1C[C@H](C(N1CN1CCCC1)=O)C)C1=CC=CC=C1 ((3R,5S)-5-biphenyl-4-ylmethyl-3-methyl-1-pyrrolidin-1-ylmethylpyrrolidin-2-one). Reaction SMILES: [C:1]1([C:15]2[CH:20]=[CH:19][CH:18]=[CH:17][CH:16]=2)[CH:6]=[CH:5][C:4]([CH2:7][C@H:8]2[NH:12][C:11](=[O:13])[C@@H:10]([CH3:14])[CH2:9]2)=[CH:3][CH:2]=1.C(OC(=O)[C@H](C)C[C@H:27]([N:41]1[C:45](=O)[CH2:44][CH2:43][C:42]1=O)CC1C=CC(C2C=CC=CC=2)=CC=1)C.C([Li])CCC.[C:55](Cl)(=[O:60])[C:56]([CH3:59])([CH3:58])[CH3:57]>C1COCC1>[C:1]1([C:15]2[CH:16]=[CH:17][CH:18]=[CH:19][CH:20]=2)[CH:2]=[CH:3][C:4]([CH2:7][C@H:8]2[N:12]([C:55](=[O:60])[C:56]([CH3:59])([CH3:58])[CH3:57])[C:11](=[O:13])[C@@H:10]([CH3:14])[CH2:9]2)=[CH:5][CH:6]=1.[C:1]1([C:15]2[CH:16]=[CH:17][CH:18]=[CH:19][CH:20]=2)[CH:2]=[CH:3][C:4]([CH2:7][C@H:8]2[N:12]([CH2:27][N:41]3[CH2:45][CH2:44][CH2:43][CH2:42]3)[C:11](=[O:13])[C@H:10]([CH3:14])[CH2:9]2)=[CH:5][CH:6]=1. Procedure details: 146 mg (3S,5S)-5-biphenyl-4-ylmethyl-3-methylpyrrolidin-2-one (2-b, R1=H) [9:1 diastereoisomer mixture [(2S,4S):(2R,4S)]] is added to 10 ml THF. The mixture is cooled to −78° C. and 381 μl butyllithium (1.59 M in hexane) are added. 81 μl Pivaloyl chloride is then added. After 4 h, the mixture is warmed to room temperature. The mixture is then quenched by the addition of saturated ammonium chloride solution and isopropyl acetate. The phases are separated and the organic phase dried (MgSO4) and th... Reactants: CCOC(=O)Cc1cc(C)ccn1, CCO. The product is Cc1ccnc(CC(=O)O)c1. As a reaction SMILES: [CH2:1]([CH3:2])[O:3][C:4]([CH2:5][c:6]1[n:7][cH:8][cH:9][c:10]([CH3:12])[cH:11]1)=[O:13].[CH3:14][CH2:15][OH:16]>>[O:3]=[C:4]([CH2:5][c:6]1[n:7][cH:8][cH:9][c:10]([CH3:12])[cH:11]1)[OH:13].